This data is from the Open Reaction Database (ORD), a public repository of structured organic reaction records. The task is: describe an organic reaction: reactants, conditions, products, and yield The reactants are C(C)(C)(C)OC(=O)N1CCC(CC1)N(S(=O)(=O)C)CC1=CC(=CC=C1)C1=NC(=NC=C1F)Cl (4-{[3-(2-Chloro-5-fluoro-pyrimidin-4-yl)-benzyl]-methanesulfonyl-amino}-piperidine-1-carboxylic acid tert-butyl ester), NCCC1=CC=C(C=C1)O (tyramine), 500. Product: FC=1C(=NC(=NC1)NCCC1=CC=C(C=C1)O)C=1C=C(CN(S(=O)(=O)C)C2CCNCC2)C=CC1 (N-(3-{5-Fluoro-2-[2-(4-hydroxy-phenyl)-ethylamino]-pyrimidin-4-yl}-benzyl)-N-piperidin-4-yl-methanesulfonamide). RXN SMILES: C(OC([N:8]1[CH2:13][CH2:12][CH:11]([N:14]([CH2:19][C:20]2[CH:25]=[CH:24][CH:23]=[C:22]([C:26]3[C:31]([F:32])=[CH:30][N:29]=[C:28](Cl)[N:27]=3)[CH:21]=2)[S:15]([CH3:18])(=[O:17])=[O:16])[CH2:10][CH2:9]1)=O)(C)(C)C.[NH2:34][CH2:35][CH2:36][C:37]1[CH:42]=[CH:41][C:40]([OH:43])=[CH:39][CH:38]=1>>[F:32][C:31]1[C:26]([C:22]2[CH:21]=[C:20]([CH:25]=[CH:24][CH:23]=2)[CH2:19][N:14]([CH:11]2[CH2:12][CH2:13][NH:8][CH2:9][CH2:10]2)[S:15]([CH3:18])(=[O:16])=[O:17])=[N:27][C:28]([NH:34][CH2:35][CH2:36][C:37]2[CH:42]=[CH:41][C:40]([OH:43])=[CH:39][CH:38]=2)=[N:29][CH:30]=1. Procedure: Intermediate 77 was coupled with tyramine following procedure Q. The resulting product was deprotected following procedure R. LC-MS showed the product had the expected M+H+ of 500. 1H NMR (Varian 300 MHz, CD3OD, shifts relative to the solvent peak at 3.3 ppm) δ 8.23 (d, 1H), 8.16 (s, 1H), 7.96 (d, 1H), 7.48 (m, 2H), 7.05 (d, 2H), 6.69 (d, 2H), 4.54 (s, 2H), 3.90 (m, 1H), 3.56 (t, 2H), 3.34 (m, 2H), 3.00 (s, 3H), 2.91 (m, 2H), 2.80 (t, 2H), 1.84 (m, 4H). The reactants are O=C(O)c1ncn2c1CN=C(c1ccccc1Br)c1cc(F)ccc1-2, ClCCl, CCN, ClP(Cl)(Cl)(Cl)Cl, [Na+], [Na+], O=C([O-])[O-]. Product: CCNC(=O)c1ncn2c1CN=C(c1ccccc1Br)c1cc(F)ccc1-2. Reaction SMILES: [Br:1][c:2]1[c:3]([C:8]2=[N:9][CH2:10][c:11]3[n:12]([cH:20][n:21][c:22]3[C:23](=[O:24])[OH:25])-[c:13]3[c:14]2[cH:15][c:16]([F:19])[cH:17][cH:18]3)[cH:4][cH:5][cH:6][cH:7]1.[CH2:41]([Cl:42])[Cl:43].[CH3:32][CH2:33][NH2:34].[Cl:26][P:27]([Cl:28])([Cl:29])([Cl:30])[Cl:31].[Na+:35].[Na+:36].[O-:37][C:38](=[O:39])[O-:40]>>[Br:1][c:2]1[c:3]([C:8]2=[N:9][CH2:10][c:11]3[n:12]([cH:20][n:21][c:22]3[C:23](=[O:25])[NH:34][CH2:33][CH3:32])-[c:13]3[c:14]2[cH:15][c:16]([F:19])[cH:17][cH:18]3)[cH:4][cH:5][cH:6][cH:7]1. Starting materials: CC(C)C[Al+]CC(C)C, CO, Cc1ccccc1, Cl, COC(=O)CC1=C(C)C(=Cc2ccc(SC)cc2)c2ccc(F)cc21, [H-], O. Product: CSc1ccc(C=C2C(C)=C(CC=O)c3cc(F)ccc32)cc1. As a reaction SMILES: [CH2:27]([Al+:28][CH2:29][CH:30]([CH3:31])[CH3:32])[CH:33]([CH3:34])[CH3:35].[CH3:36][OH:37].[CH3:39][c:40]1[cH:41][cH:42][cH:43][cH:44][cH:45]1.[ClH:38].[F:1][c:2]1[cH:3][c:4]2[c:8]([cH:9][cH:10]1)[C:7](=[CH:11][c:12]1[cH:13][cH:14][c:15]([S:18][CH3:19])[cH:16][cH:17]1)[C:6]([CH3:20])=[C:5]2[CH2:21][C:22](=[O:23])[O:24][CH3:25].[H-:26].[OH2:46]>>[F:1][c:2]1[cH:3][c:4]2[c:8]([cH:9][cH:10]1)[C:7](=[CH:11][c:12]1[cH:13][cH:14][c:15]([S:18][CH3:19])[cH:16][cH:17]1)[C:6]([CH3:20])=[C:5]2[CH2:21][CH:22]=[O:23].